Task: describe an organic reaction: reactants, conditions, products, and yield. Dataset: the Open Reaction Database (ORD), a public repository of structured organic reaction records Starting materials: O1C(=NC=C1)C1=CC=C(C=C1)O (4-(2-oxazolyl)phenol), C([O-])([O-])=O.[Cs+].[Cs+] (cesium carbonate), FC1=CC=C(C=O)C=C1 (4-fluorobenzaldehyde), O (water). Solvent: CN(C)C=O (DMF), C(Cl)Cl (methylene chloride). Run at temperature 110 celsius. Product: O1C(=NC=C1)C1=CC=C(OC2=CC=C(C=O)C=C2)C=C1 (4-[4-(2-oxazolyl)phenoxy]-benzaldehyde). Isolated yield 76.6%. Reaction SMILES: [O:1]1[CH:5]=[CH:4][N:3]=[C:2]1[C:6]1[CH:11]=[CH:10][C:9]([OH:12])=[CH:8][CH:7]=1.C(=O)([O-])[O-].[Cs+].[Cs+].F[C:20]1[CH:27]=[CH:26][C:23]([CH:24]=[O:25])=[CH:22][CH:21]=1.O>CN(C=O)C.C(Cl)Cl>[O:1]1[CH:5]=[CH:4][N:3]=[C:2]1[C:6]1[CH:11]=[CH:10][C:9]([O:12][C:20]2[CH:27]=[CH:26][C:23]([CH:24]=[O:25])=[CH:22][CH:21]=2)=[CH:8][CH:7]=1 |f:1.2.3|. Procedure: A solution of 4-(2-oxazolyl)phenol (15.7 g, 97 mmol) in DMF (120 mL) was treated with cesium carbonate (41 g, 126 mmol) and 4-fluorobenzaldehyde (13.3 g, 107 mmol). The reaction was heated at 110° C. for 2.5 hours. The reaction mixture was cooled and poured onto a mixture of ice and water. The product was isolated by extraction with methylene chloride (3×). The combined organic layers were washed with water and brine, dried, and concentrated. The residue was recrystallized from aqueous ethanol t... Starting materials: C(Cc1ccccc1[Cl])C=O, CC1=CN=C(C=C1)N, [C-]#[N+]C1CCCCC1. Reagents/catalysts: O=C(O)C(F)(F)F (trifluoroacetic acid). The solvent is CC(C)O (isopropyl alcohol), CC(C)O (isopropylalcohol). Conditions: temperature 22 celsius, time 20 hour. Product: Cc1ccc2nc(CCc3ccccc3[Cl])c(NC3CCCCC3)n2c1. Yield: 6.8%. As a reaction SMILES: CC1=CC=C(N)N=C1.[C-]#[N+]C1CCCCC1.ClC1=CC=CC=C1CCC=O>>CC1=CN2C(C=C1)=NC(CCC1=CC=CC=C1Cl)=C2NC1CCCCC1. Reactants: C(#C)C1=CC=CC=C1 (Ethynylbenzene), ClC=1C2=C(N=CN1)N(C=C2I)COCC[Si](C)(C)C (4-Chloro-5-iodo-7-((2-(trimethylsilyl)ethoxy)methyl)-7H-pyrrolo[2,3-d]pyrimidine), aqueous solution, C([O-])(O)=O.[Na+] (sodium bicarbonate). Reagents/catalysts: Cl[Pd]([P](C1=CC=CC=C1)(C2=CC=CC=C2)C3=CC=CC=C3)([P](C4=CC=CC=C4)(C5=CC=CC=C5)C6=CC=CC=C6)Cl (bis(triphenylphosphine)palladium(II) dichloride), [Cu]I (copper(I) iodide). The solvent is O1CCCC1 (tetrahydrofuran), C(C)N(CC)CC (triethylamine). Run at time 2 hour. The product is ClC=1C2=C(N=CN1)N(C=C2C#CC2=CC=CC=C2)COCC[Si](C)(C)C (4-Chloro-5-(phenylethynyl)-7-((2-(trimethylsilyl)ethoxy)methyl)-7H-pyrrolo[2,3-d]pyrimidine). Isolated yield 97.7%. As a reaction SMILES: [Cl:1][C:2]1[C:3]2[C:10](I)=[CH:9][N:8]([CH2:12][O:13][CH2:14][CH2:15][Si:16]([CH3:19])([CH3:18])[CH3:17])[C:4]=2[N:5]=[CH:6][N:7]=1.[C:20]([C:22]1[CH:27]=[CH:26][CH:25]=[CH:24][CH:23]=1)#[CH:21].C(=O)(O)[O-].[Na+]>O1CCCC1.C(N(CC)CC)C.Cl[Pd](Cl)([P](C1C=CC=CC=1)(C1C=CC=CC=1)C1C=CC=CC=1)[P](C1C=CC=CC=1)(C1C=CC=CC=1)C1C=CC=CC=1.[Cu]I>[Cl:1][C:2]1[C:3]2[C:10]([C:21]#[C:20][C:22]3[CH:27]=[CH:26][CH:25]=[CH:24][CH:23]=3)=[CH:9][N:8]([CH2:12][O:13][CH2:14][CH2:15][Si:16]([CH3:19])([CH3:18])[CH3:17])[C:4]=2[N:5]=[CH:6][N:7]=1 |f:2.3,^1:47,66|. Reported procedure: 4-Chloro-5-iodo-7-((2-(trimethylsilyl)ethoxy)methyl)-7H-pyrrolo[2,3-d]pyrimidine (50 mg, 0.12 mmol) was dissolved in 140 μl tetrahydrofuran and 160 μl triethylamine. Ethynylbenzene (16 μl, 0.15 mmol), bis(triphenylphosphine)palladium(II) dichloride (9 mg, 0.01 mmol) and copper(I) iodide (5 mg, 0.02 mmol) were added and the mixture was stirred at room temperature during 2 h. The reaction was poured into a 4% aqueous solution of sodium bicarbonate and extracted twice with ethyl acetate. The organi...